Dataset: the Open Reaction Database (ORD), a public repository of structured organic reaction records. Task: describe an organic reaction: reactants, conditions, products, and yield Reported procedure: To a stirred solution of 1.0 g of 2-(3,4-dichlorophenyl)-3,4-dihydro-6-(methylthio)-2H-pyrano[2,3-b]pyridine in 25 ml of methylene chloride at -25° C. there was added dropwise a solution of 0.55 g of 80-85% m-chloroperoxybenzoic acid in 20 ml of methylene chloride over 5-10 minutes while keeping the temperature between -20° and -30° C. A precipitate formed. The mixture was then allowed to warm to -5° C. over 2 hours and then extracted with aqueous saturated sodium bicarbonate solution, aqueous s... Reaction SMILES: [Cl:1][C:2]1[CH:3]=[C:4]([CH:9]2[O:20][C:13]3=[N:14][CH:15]=[C:16]([S:18][CH3:19])[CH:17]=[C:12]3[CH2:11][CH2:10]2)[CH:5]=[CH:6][C:7]=1[Cl:8].ClC1C=C(C=CC=1)C(OO)=[O:26]>C(Cl)Cl>[Cl:1][C:2]1[CH:3]=[C:4]([CH:9]2[O:20][C:13]3=[N:14][CH:15]=[C:16]([S:18]([CH3:19])=[O:26])[CH:17]=[C:12]3[CH2:11][CH2:10]2)[CH:5]=[CH:6][C:7]=1[Cl:8]. The product is ClC=1C=C(C=CC1Cl)C1CCC=2C(=NC=C(C2)S(=O)C)O1 (2-(3,4-dichlorophenyl)-3,4-dihydro-6-(methylsulfinyl)-2H-pyrano[2,3-b]pyridine). Solvent: C(Cl)Cl (methylene chloride), C(Cl)Cl (methylene chloride). Reaction conditions: temperature -5 celsius. The reactants are ClC=1C=C(C=CC1Cl)C1CCC=2C(=NC=C(C2)SC)O1 (2-(3,4-dichlorophenyl)-3,4-dihydro-6-(methylthio)-2H-pyrano[2,3-b]pyridine), ClC=1C=C(C(=O)OO)C=CC1 (m-chloroperoxybenzoic acid).